Dataset: the Open Reaction Database (ORD), a public repository of structured organic reaction records. Task: describe an organic reaction: reactants, conditions, products, and yield Product: COc1ccc(-c2c(-c3ccccc3)oc3ncnc(OCC(C)(C)COCC(=O)O)c23)cc1. Reaction SMILES: [C:1]([CH3:2])([CH3:3])([CH3:4])[O:5][C:6]([CH2:7][O:8][CH2:9][C:10]([CH2:11][O:12][c:13]1[c:14]2[c:15]([n:16][cH:17][n:18]1)[o:19][c:20](-[c:30]1[cH:31][cH:32][cH:33][cH:34][cH:35]1)[c:21]2-[c:22]1[cH:23][cH:24][c:25]([O:28][CH3:29])[cH:26][cH:27]1)([CH3:36])[CH3:37])=[O:38].[Cl:46][CH2:47][Cl:48].[OH:39][C:40]([C:41]([F:42])([F:43])[F:44])=[O:45]>>[O:5]=[C:6]([CH2:7][O:8][CH2:9][C:10]([CH2:11][O:12][c:13]1[c:14]2[c:15]([n:16][cH:17][n:18]1)[o:19][c:20](-[c:30]1[cH:31][cH:32][cH:33][cH:34][cH:35]1)[c:21]2-[c:22]1[cH:23][cH:24][c:25]([O:28][CH3:29])[cH:26][cH:27]1)([CH3:36])[CH3:37])[OH:38]. The reactants are COc1ccc(-c2c(-c3ccccc3)oc3ncnc(OCC(C)(C)COCC(=O)OC(C)(C)C)c23)cc1, ClCCl, O=C(O)C(F)(F)F. The reactants are CN(C=O)C (dimethylformamide), ClC1=C(C#N)C=C(C=C1)[N+](=O)[O-] (2-chloro-5-nitrobenzonitrile), C1(=CC=CC=C1)O (phenol), [H-].[Na+] (sodium hydride). Run in O (water). Reaction conditions: time 1 hour. Product: [N+](=O)([O-])C=1C=CC(=C(C#N)C1)OC1=CC=CC=C1 (5-nitro-2-phenoxybenzonitrile). The yield is 82.1%. As a reaction SMILES: CN(C)C=O.Cl[C:7]1[CH:14]=[CH:13][C:12]([N+:15]([O-:17])=[O:16])=[CH:11][C:8]=1[C:9]#[N:10].[C:18]1([OH:24])[CH:23]=[CH:22][CH:21]=[CH:20][CH:19]=1.[H-].[Na+]>O>[N+:15]([C:12]1[CH:13]=[CH:14][C:7]([O:24][C:18]2[CH:23]=[CH:22][CH:21]=[CH:20][CH:19]=2)=[C:8]([CH:11]=1)[C:9]#[N:10])([O-:17])=[O:16] |f:3.4|. Reported procedure: To a dimethylformamide solution (30 ml) containing 2-chloro-5-nitrobenzonitrile (10 g) and phenol (5.7 g) was added sodium hydride (60% content, 2.63 g) under ice-cooling, and the mixture was stirred for 1 h. The reaction mixture was added to water and extracted with toluene. The organic layer was washed saturated brine and dried over anhydrous sodium sulfate, after which the solvent was evaporated under reduced pressure. The residue was recrystallized from diisopropyl ether to give 5-nitro-2-ph... Run at temperature -75 celsius, time 1 hour. RXN SMILES: Br[C:2]1[CH:7]=[CH:6][N:5]=[CH:4][CH:3]=1.C([Li])CCC.CN(C)CCN(C)C.[CH2:21]1[C:36]2[C:31](=[CH:32][CH:33]=[CH:34][CH:35]=2)[C:29](=[O:30])[C:28]2[C:23](=[CH:24][CH:25]=[CH:26][CH:27]=2)[CH2:22]1>CCOCC.O.CCCCCC>[N:5]1[CH:6]=[CH:7][C:2]([C:29]2([OH:30])[C:31]3[CH:32]=[CH:33][CH:34]=[CH:35][C:36]=3[CH2:21][CH2:22][C:23]3[CH:24]=[CH:25][CH:26]=[CH:27][C:28]2=3)=[CH:3][CH:4]=1. Yields the product N1=CC=C(C=C1)C1(C2=C(CCC3=C1C=CC=C3)C=CC=C2)O (10,11-dihydro-5-(4-pyridinyl)-5H-dibenzo[a,d]cyclohepten-5-ol). Solvent: CCOCC (ether), O (Water), CCOCC (ether), CCCCCC (hexane). Yield: 63.1%. Procedure details: To a stirred solution of 4-bromopyridine (37.9 g, 0.24 mol) in anhydrous ether (475 mL) at -75° C. under a nitrogen atmosphere was added n-butyllithium (160 mL of a 1.5 M hexane solution, 0.24 mol). Tetramethylethyenediamine (36.2 mL, 0.24 mol) was added and the solution was stirred at -75° C. for 1 hour. A solution of dibenzosuberone (50.l g, 0.24 mol) in anhydrous ether (250 mL) was added dropwise, the reaction mixture was stirred at -75° C. for 40 minutes, warmed to ambient temperature and st... Reactants: C1CC2=CC=CC=C2C(=O)C3=CC=CC=C31 (dibenzosuberone), CN(CCN(C)C)C (Tetramethylethyenediamine), BrC1=CC=NC=C1 (4-bromopyridine), C(CCC)[Li] (n-butyllithium). Isolated yield 40.0%. Solvent: C(C)#N (acetonitrile). The product is FC1=CC2=C(NC(=N2)N)C=C1F (5,6-difluoro-1H-benzo[d]imidazol-2-amine). Procedure details: 4,5-Difluorobenzene-1,2-diamine (0.651 g, 0.562 mmol, commercially available from Matrix Scientific) in acetonitrile (10 mL) and water (2 ml) at 0° C. was treated with cyanogen bromide (0.063 g, 0.6 mmol). The reaction mixture was allowed to warm to room temperature, and then stirred for 14 hours. The reaction mixture was then treated with saturated aqueous sodium hydrogen carbonate solution (50 ml) and shaken. The resulting solid was filtered off, washed with water and dried under reduced press... The reactants are FC=1C=C(C(=CC1F)N)N (4,5-Difluorobenzene-1,2-diamine), O (water), N#CBr (cyanogen bromide), C(O)([O-])=O.[Na+] (sodium hydrogen carbonate). Run at time 14 hour. RXN SMILES: [F:1][C:2]1[CH:3]=[C:4]([NH2:10])[C:5]([NH2:9])=[CH:6][C:7]=1[F:8].O.[N:12]#[C:13]Br.C(=O)([O-])O.[Na+]>C(#N)C>[F:1][C:2]1[C:7]([F:8])=[CH:6][C:5]2[NH:9][C:13]([NH2:12])=[N:10][C:4]=2[CH:3]=1 |f:3.4|. The reactants are C(C)(C)(C)C1=C(C(=NN1)C(=O)N)[N+](=O)[O-] (5-tert-Butyl-4-nitro-1H-pyrazol-3-carboxylic acid amide). Reagents/catalysts: [Pd] (palladium on carbon). The solvent is C(C)O (ethanol). The product is NC=1C(=NNC1C(C)(C)C)C(=O)N (4-amino-5-tert-butyl-1H-pyrazol-3-carboxylic acid amide). The yield is 77.4%. RXN SMILES: [C:1]([C:5]1[NH:9][N:8]=[C:7]([C:10]([NH2:12])=[O:11])[C:6]=1[N+:13]([O-])=O)([CH3:4])([CH3:3])[CH3:2]>[Pd].C(O)C>[NH2:13][C:6]1[C:7]([C:10]([NH2:12])=[O:11])=[N:8][NH:9][C:5]=1[C:1]([CH3:4])([CH3:2])[CH3:3]. Procedure details: 5-tert-Butyl-4-nitro-1H-pyrazol-3-carboxylic acid amide (4.6 g, 21 mmol) and 10% palladium on carbon (300 mg) in ethanol (80 ml) was stirred under hydrogen (60 psi) at room temperature for 18 hours. The reaction mixture was filtered and the filtrate was concentrated under reduced pressure. The residue was pre-absorbed onto silica gel and purified by flash column chromatography eluting with a solvent gradient of dichloromethane: methanol (100:0 changing to 95:5 then 90:10, by volume) to give 4-am...